Dataset: the Open Reaction Database (ORD), a public repository of structured organic reaction records. Task: describe an organic reaction: reactants, conditions, products, and yield The reactants are C1CCOC1, O=C=NC(=O)Cc1ccc(F)cc1, Nc1ccc(Oc2ccncc2[N+](=O)[O-])c(F)c1. Yields the product O=C(Cc1ccc(F)cc1)NC(=O)Nc1ccc(Oc2ccncc2[N+](=O)[O-])c(F)c1. Reaction SMILES: [CH2:32]1[O:33][CH2:34][CH2:35][CH2:36]1.[F:19][c:20]1[cH:21][cH:22][c:23]([CH2:26][C:27](=[O:28])[N:29]=[C:30]=[O:31])[cH:24][cH:25]1.[F:1][c:2]1[cH:3][c:4]([NH2:18])[cH:5][cH:6][c:7]1[O:8][c:9]1[c:10]([N+:15](=[O:16])[O-:17])[cH:11][n:12][cH:13][cH:14]1>>[F:1][c:2]1[cH:3][c:4]([NH:18][C:30]([NH:29][C:27]([CH2:26][c:23]2[cH:22][cH:21][c:20]([F:19])[cH:25][cH:24]2)=[O:28])=[O:31])[cH:5][cH:6][c:7]1[O:8][c:9]1[c:10]([N+:15](=[O:16])[O-:17])[cH:11][n:12][cH:13][cH:14]1.